From a dataset of the Open Reaction Database (ORD), a public repository of structured organic reaction records. describe an organic reaction: reactants, conditions, products, and yield Reactants: N1C=NC=C1 (imidazole), C1(=CC=C(C=C1)S(=O)(=O)OCC(=C(I)I)I)C (3-p-toluenesulfonyloxy-1,1,2-triiodo-1-propene), ice water. Solvent: CN(C)C=O (DMF). Conditions: time 2 hour. Product: IC(CN1C=NC=C1)=C(I)I (1-(2',3',3'-Triiodoallyl)imidazole). As a reaction SMILES: [NH:1]1[CH:5]=[CH:4][N:3]=[CH:2]1.C1(C)C=CC(S(O[CH2:16][C:17]([I:21])=[C:18]([I:20])[I:19])(=O)=O)=CC=1>CN(C=O)C>[I:21][C:17](=[C:18]([I:20])[I:19])[CH2:16][N:1]1[CH:5]=[CH:4][N:3]=[CH:2]1. Procedure details: To a solution of 340 mg (5 mmoles) of imidazole in 5.0 ml of dry DMF were added 606 mg (1 mmole) of 3-p-toluenesulfonyloxy-1,1,2-triiodo-1-propene and the reaction was effected at 25° C. for 2 hours. The reaction mixture was poured into 20 ml of ice-water while stirring vigorously and the mixture was allowed to stand for a further one hour. The crystalline substance thus separated was recovered by filtration, washed with water and then dried. Yield 440 mg (96%), mp 127°-128° C. (with decompositi... Reactants: C(C)(=O)OC1=C(C(=O)O)C=CC=C1 (2-(Acetyloxy)-benzoic acid), N1=CC=CC=C1 (pyridine), C([O-])(O)=O.[Na+] (Sodium bicarbonate), S1C(=NC=C1)N (1,3-thiazol-2-amine), S(=O)(Cl)Cl (thionyl chloride), acid chloride. Solvent: C(C)(=O)OCC (ethyl acetate), C(C)(=O)OCC (ethyl acetate), O (water), CCOCC (Ether). Run at temperature 0 celsius, time 90 minute. Yields the product C(C)(=O)OC1=C(C=CC=C1)C(NC=1SC=CN1)=O (2-(1,3-thiazol-2-ylcarbamoyl)phenyl acetate). Isolated yield 51.9%. RXN SMILES: [C:1]([O:4][C:5]1[CH:13]=[CH:12][CH:11]=[CH:10][C:6]=1[C:7]([OH:9])=O)(=[O:3])[CH3:2].N1C=CC=CC=1.S(Cl)(Cl)=O.C(=O)(O)[O-].[Na+].[S:29]1[CH:33]=[CH:32][N:31]=[C:30]1[NH2:34]>C(OCC)(=O)C.O.CCOCC>[C:1]([O:4][C:5]1[CH:13]=[CH:12][CH:11]=[CH:10][C:6]=1[C:7](=[O:9])[NH:34][C:30]1[S:29][CH:33]=[CH:32][N:31]=1)(=[O:3])[CH3:2] |f:3.4|. Reported procedure: 2-(Acetyloxy)-benzoic acid (500, 1.80 g, 10.0 mmol) was placed in a 250 mL round bottom flask equipped with a stirbar, vacuum adapter and septum. Ether (100 mL) and pyridine (1.00 mL, 12.4 mmol) were added to create a clear, colorless solution, which was cooled to zero in an ice bath before thionyl chloride (875 μL, 12.0 mmol) was added dropwise over ca. 30 sec. A thick white precipitate formed upon the addition of each drop. The reaction mixture was stirred for 90 minutes at 0° C. before being ... The reactants are C(c1cnc(c2ccccc2)s1)=O, CC1=CN=C(C=C1)N, [C-]#[N+]C1CCCCC1. The reagents and catalysts are O=C(O)C(F)(F)F (trifluoroacetic acid). Solvent: CC(C)O (isopropyl alcohol), CC(C)O (isopropylalcohol). Conditions: temperature 22 celsius, time 20 hour. Product: Cc1ccc2nc(c(NC3CCCCC3)n2c1)c1cnc(c2ccccc2)s1. Isolated yield 20.3%. RXN SMILES: CC1=CC=C(N)N=C1.[C-]#[N+]C1CCCCC1.O=CC1=CN=C(S1)C1=CC=CC=C1>>CC1=CN2C(C=C1)=NC(C1=CN=C(S1)C1=CC=CC=C1)=C2NC1CCCCC1. Starting materials: Epoxide, COC1=C2CC(NC2=CC=C1)=O (4-methoxyoxindole), C(C1=CC=CC=C1)Br (benzyl bromide). The product is C(C1=CC=CC=C1)C1C(NC2=CC=CC(=C12)OC)=O (3-Benzyl-4-methoxy-1,3-dihydro-indol-2-one), desired compound. Yield: 36.0%. As a reaction SMILES: [CH3:1][O:2][C:3]1[CH:11]=[CH:10][CH:9]=[C:8]2[C:4]=1[CH2:5][C:6](=[O:12])[NH:7]2.[CH2:13](Br)[C:14]1[CH:19]=[CH:18][CH:17]=[CH:16][CH:15]=1>>[CH2:13]([CH:5]1[C:4]2[C:8](=[CH:9][CH:10]=[CH:11][C:3]=2[O:2][CH3:1])[NH:7][C:6]1=[O:12])[C:14]1[CH:19]=[CH:18][CH:17]=[CH:16][CH:15]=1. Reported procedure: 3-Benzyl-4-methoxy-1,3-dihydro-indol-2-one is prepared from 4-methoxyoxindole (4.8 mmol) and benzyl bromide (5.3 mmol) substantially as described above for Epoxide 4. The compound is purified by flash chromatography (SiO2, 25% ethyl acetate:hexane) to obtain the desired compound (36%). MS (ESI+) 254. The product is C(C)(=O)NC=1C=C(C=CC1)NC(C)=O (diacetyl-m-phenylenediamine). Reaction SMILES: [C:1]([OH:4])(=O)[CH3:2].[C:5]1([NH2:12])[CH:10]=[CH:9][CH:8]=[C:7]([NH2:11])[CH:6]=1.[C:13](OC(=O)C)(=[O:15])[CH3:14]>O>[C:13]([NH:11][C:7]1[CH:6]=[C:5]([NH:12][C:1](=[O:4])[CH3:2])[CH:10]=[CH:9][CH:8]=1)(=[O:15])[CH3:14]. Run at temperature 60 celsius, time 1 hour. The solvent is O (water). The reactants are C(C)(=O)O (acetic acid), C1(=CC(=CC=C1)N)N (m-phenylenediamine), C(C)(=O)OC(C)=O (acetic anhydride). Reported procedure: Into a 1-liter reaction flask cooled with an ice bath was introduced 35 ml of acetic acid. Thereto was gradually added 15 g (138.7 mmol) of m-phenylenediamine. Thereto was dropwise added 2 ml (307.4 mmol) of acetic anhydride at room temperature to 30° C. After completion of the addition, the mixture was stirred at 60° C. for 1 hour and then poured into 150 ml of water. The resultant precipitate was taken out by filtration, sufficiently washed with water, and then dried to obtain 18.4 g of diacet... Reactants: CCCc1cc2c(cc1C=O)OCO2, CCO, Cl, NO, [Na+], [OH-], O. Product: CCCc1cc2c(cc1C=NO)OCO2. RXN SMILES: [CH2:6]([CH2:7][CH3:8])[c:9]1[cH:10][c:11]2[c:12]([cH:13][c:14]1[CH:15]=[O:16])[O:17][CH2:18][O:19]2.[CH3:21][CH2:22][OH:23].[ClH:3].[NH2:4][OH:5].[Na+:2].[OH-:1].[OH2:20]>>[OH:1][N:4]=[CH:15][c:14]1[c:9]([CH2:6][CH2:7][CH3:8])[cH:10][c:11]2[c:12]([cH:13]1)[O:17][CH2:18][O:19]2. Reactants: CCOC(OCC)OCC, CC(=O)OC(C)=O, O=C(CC(=O)C1CC1)c1ccc(C(F)(F)F)cc1Sc1ccccc1. Yields the product CCOC=C(C(=O)c1ccc(C(F)(F)F)cc1Sc1ccccc1)C(=O)C1CC1. As a reaction SMILES: [CH2:26]([CH3:27])[O:28][CH:29]([O:30][CH2:31][CH3:32])[O:33][CH2:34][CH3:35].[CH3:36][C:37]([O:38][C:39](=[O:40])[CH3:41])=[O:42].[CH:1]1([C:4]([CH2:5][C:6](=[O:7])[c:8]2[c:9]([S:18][c:19]3[cH:20][cH:21][cH:22][cH:23][cH:24]3)[cH:10][c:11]([C:14]([F:15])([F:16])[F:17])[cH:12][cH:13]2)=[O:25])[CH2:2][CH2:3]1>>[CH:1]1([C:4]([C:5]([C:6](=[O:7])[c:8]2[c:9]([S:18][c:19]3[cH:20][cH:21][cH:22][cH:23][cH:24]3)[cH:10][c:11]([C:14]([F:15])([F:16])[F:17])[cH:12][cH:13]2)=[CH:29][O:28][CH2:26][CH3:27])=[O:25])[CH2:2][CH2:3]1. Starting materials: CC(Br)c1ccc(C(F)(F)F)cn1, C[O-], CO, Cl, [O-]C(=[SH]CCC(F)(F)F)c1ccccc1, [Na+]. Product: CC(SCCC(F)(F)F)c1ccc(C(F)(F)F)cn1. RXN SMILES: [Br:1][CH:2]([CH3:3])[c:4]1[n:5][cH:6][c:7]([C:10]([F:11])([F:12])[F:13])[cH:8][cH:9]1.[CH3:29][O-:30].[CH3:33][OH:34].[ClH:32].[F:14][C:15]([CH2:16][CH2:17][SH:18]=[C:19]([c:20]1[cH:21][cH:22][cH:23][cH:24][cH:25]1)[O-:26])([F:27])[F:28].[Na+:31]>>[CH:2]([CH3:3])([c:4]1[n:5][cH:6][c:7]([C:10]([F:11])([F:12])[F:13])[cH:8][cH:9]1)[S:18][CH2:17][CH2:16][C:15]([F:14])([F:27])[F:28].